Dataset: the Open Reaction Database (ORD), a public repository of structured organic reaction records. Task: describe an organic reaction: reactants, conditions, products, and yield Starting materials: FC1=CC=C(C=C1)N=C=O (1-fluoro-4-isocyanatobenzene), FC(OC1=CC=C(C=C1)N1C[C@@H]2[C@H](C1)[C@H](CC2)N)(F)F ((3aR,4S,6aS)-2-(4-(Trifluoromethoxy)phenyl)octahydrocyclopenta[c]pyrrol-4-amine), FC(C1=CC=CC(=N1)N1C[C@@H]2[C@H](C1)[C@H](CC2)N)(F)F ((3aR,4S,6aS)-2-(6-(trifluoromethyl)pyridin-2-yl)octahydrocyclopenta[c]pyrrol-4-amine). Product: C(C)(C)(C)NC(=O)N[C@H]1CC[C@@H]2CN(C[C@@H]21)C2=CC=C(C=C2)OC(F)(F)F (1-tert-butyl-3-{(3aR,4S,6aS)-2-[4-(trifluoromethoxy)phenyl]octahydrocyclopenta[c]pyrrol-4-yl}urea). RXN SMILES: FC1C=[CH:6][C:5]([N:8]=[C:9]=[O:10])=[CH:4]C=1.[F:11][C:12]([F:30])([F:29])[O:13][C:14]1[CH:19]=[CH:18][C:17]([N:20]2[CH2:24][C@@H:23]3[C@@H:25]([NH2:28])[CH2:26][CH2:27][C@@H:22]3[CH2:21]2)=[CH:16][CH:15]=1.F[C:32](F)(F)C1N=C(N2C[C@@H]3[C@@H](N)CC[C@@H]3C2)C=CC=1>>[C:5]([NH:8][C:9]([NH:28][C@@H:25]1[C@@H:23]2[C@@H:22]([CH2:21][N:20]([C:17]3[CH:16]=[CH:15][C:14]([O:13][C:12]([F:11])([F:29])[F:30])=[CH:19][CH:18]=3)[CH2:24]2)[CH2:27][CH2:26]1)=[O:10])([CH3:32])([CH3:6])[CH3:4]. Reported procedure: The title compound was prepared by substituting 2-isocyanato-2-methylpropane for 1-fluoro-4-isocyanatobenzene and (3aR,4S,6aS)-2-(4-(trifluoromethoxy)phenyl)octahydrocyclopenta[c]pyrrol-4-amine from Example 716 Step 1 for (3aR,4S,6aS)-2-(6-(trifluoromethyl)pyridin-2-yl)octahydrocyclopenta[c]pyrrol-4-amine in the procedure described in Example 709: 1H NMR (500 MHz, pyridine-d5) δ ppm 7.19 (d, J=9.0 Hz, 2H), 6.61-6.51 (m, 2H), 6.26 (d, J=7.1 Hz, 1H), 5.89 (s, 1H), 4.30-4.18 (m, 1H), 3.51 (dd, J=9.... The reactants are [OH-].[Na+] (sodium hydroxide), CNC(=O)N(O)C1=CC=C(C=C1)F (1-Methyl-3-(4'-fluorophenyl)-3-hydroxyurea), ClC(=O)OCC (Ethyl chloroformate). Run in O1CCOCC1 (dioxane). Conditions: time 0.5 hour. The product is FC1=CC=C(C=C1)N1OC(N(C1=O)C)=O (2-(4'-fluorophenyl)-4-methyl-1,2,4-oxadiazolidine-3,5-dione). RXN SMILES: [CH3:1][NH:2][C:3]([N:5]([C:7]1[CH:12]=[CH:11][C:10]([F:13])=[CH:9][CH:8]=1)O)=[O:4].[OH-].[Na+].Cl[C:17]([O:19]CC)=[O:18]>O1CCOCC1>[F:13][C:10]1[CH:9]=[CH:8][C:7]([N:5]2[C:3](=[O:4])[N:2]([CH3:1])[C:17](=[O:18])[O:19]2)=[CH:12][CH:11]=1 |f:1.2|. Procedure: 1-Methyl-3-(4'-fluorophenyl)-3-hydroxyurea (10.0 g; 0.054 moles) was dissolved in dioxane (80 ml.) and mixed with a 2 N aqueous sodium hydroxide (32 ml; 0.064 mole). Ethyl chloroformate (5.7 ml; 0.06 mole) was added dropwise to the mixture at 10°-15° C. with stirring and the stirring continued for 1/2 hour after the addition was completed. The product which precipitated as formed was removed by filtration, washed with water and dried. The product was recrystallized from methanol and dried under ... As a reaction SMILES: [C:41](=[O:42])([O-:43])[O-:44].[CH2:49]([C:50]([CH3:51])=[O:52])[CH:53]([CH3:54])[CH3:55].[F:1][c:2]1[cH:3][cH:4][c:5]([CH:8]([O:9][CH2:10][CH2:11][Cl:12])[c:13]2[cH:14][cH:15][c:16]([F:19])[cH:17][cH:18]2)[cH:6][cH:7]1.[F:20][c:21]1[cH:22][cH:23][c:24]([CH:27]([N:28]2[CH2:29][CH2:30][NH:31][CH2:32][CH2:33]2)[c:34]2[cH:35][cH:36][c:37]([F:40])[cH:38][cH:39]2)[cH:25][cH:26]1.[I-:48].[K+:45].[K+:46].[K+:47]>>[F:1][c:2]1[cH:3][cH:4][c:5]([CH:8]([O:9][CH2:10][CH2:11][N:31]2[CH2:30][CH2:29][N:28]([CH:27]([c:24]3[cH:23][cH:22][c:21]([F:20])[cH:26][cH:25]3)[c:34]3[cH:35][cH:36][c:37]([F:40])[cH:38][cH:39]3)[CH2:33][CH2:32]2)[c:13]2[cH:14][cH:15][c:16]([F:19])[cH:17][cH:18]2)[cH:6][cH:7]1. Reactants: O=C([O-])[O-], CC(=O)CC(C)C, Fc1ccc(C(OCCCl)c2ccc(F)cc2)cc1, Fc1ccc(C(c2ccc(F)cc2)N2CCNCC2)cc1, [I-], [K+], [K+], [K+]. Product: Fc1ccc(C(OCCN2CCN(C(c3ccc(F)cc3)c3ccc(F)cc3)CC2)c2ccc(F)cc2)cc1. Starting materials: CC(C)(C)OC(=O)CBr, O=C([O-])[O-], CC#N, [Cs+], [Cs+], O=C1C(CCSc2ccc(F)cc2)C(c2ccc(O)cc2)N1c1ccc(F)cc1. Product: CC(C)(C)OC(=O)COc1ccc(C2C(CCSc3ccc(F)cc3)C(=O)N2c2ccc(F)cc2)cc1. As a reaction SMILES: [Br:30][CH2:31][C:32](=[O:33])[O:34][C:35]([CH3:36])([CH3:37])[CH3:38].[C:39](=[O:40])([O-:41])[O-:42].[CH3:45][C:46]#[N:47].[Cs+:43].[Cs+:44].[F:1][c:2]1[cH:3][cH:4][c:5]([N:8]2[C:9](=[O:29])[CH:10]([CH2:19][CH2:20][S:21][c:22]3[cH:23][cH:24][c:25]([F:28])[cH:26][cH:27]3)[CH:11]2[c:12]2[cH:13][cH:14][c:15]([OH:18])[cH:16][cH:17]2)[cH:6][cH:7]1>>[F:1][c:2]1[cH:3][cH:4][c:5]([N:8]2[C:9](=[O:29])[CH:10]([CH2:19][CH2:20][S:21][c:22]3[cH:23][cH:24][c:25]([F:28])[cH:26][cH:27]3)[CH:11]2[c:12]2[cH:13][cH:14][c:15]([O:18][CH2:31][C:32](=[O:33])[O:34][C:35]([CH3:36])([CH3:37])[CH3:38])[cH:16][cH:17]2)[cH:6][cH:7]1. The reactants are CCO, CN(c1ccccc1)c1ccc(Cl)cc1[N+](=O)[O-]. Product: CN(c1ccccc1)c1ccc(Cl)cc1N. As a reaction SMILES: [CH3:19][CH2:20][OH:21].[Cl:1][c:2]1[cH:3][c:4]([N+:16]([O-:17])=[O:18])[c:5]([N:8]([c:9]2[cH:10][cH:11][cH:12][cH:13][cH:14]2)[CH3:15])[cH:6][cH:7]1>>[Cl:1][c:2]1[cH:3][c:4]([NH2:16])[c:5]([N:8]([c:9]2[cH:10][cH:11][cH:12][cH:13][cH:14]2)[CH3:15])[cH:6][cH:7]1. Reactants: [H-].[Na+] (sodium hydride), C(C)C1=C(CNC=2C=3N(C=CC2)C(=C(N3)CO)C)C(=CC=C1)C (8-(2-ethyl-6-methylbenzylamino)-2-hydroxymethyl-3-methylimidazo[1,2-a]pyridine), C1(CCC(=O)O1)=O (succinic anhydride). Run in C(C)#N (acetonitrile). Conditions: time 5 minute. Yields the product C(C)C1=C(CNC=2C=3N(C=CC2)C(=C(N3)COC(CCC(=O)O)=O)C)C(=CC=C1)C (4-[[8-(2-Ethyl-6-methylbenzylamino)-3-methylimidazo[1,2-a]pyridin-2-yl]methoxy]-4-oxobutanoic Acid). Yield: 82.0%. As a reaction SMILES: [CH2:1]([C:3]1[CH:22]=[CH:21][CH:20]=[C:19]([CH3:23])[C:4]=1[CH2:5][NH:6][C:7]1[C:8]2[N:9]([C:13]([CH3:18])=[C:14]([CH2:16][OH:17])[N:15]=2)[CH:10]=[CH:11][CH:12]=1)[CH3:2].[H-].[Na+].[C:26]1(=[O:32])[O:31][C:29](=[O:30])[CH2:28][CH2:27]1>C(#N)C>[CH2:1]([C:3]1[CH:22]=[CH:21][CH:20]=[C:19]([CH3:23])[C:4]=1[CH2:5][NH:6][C:7]1[C:8]2[N:9]([C:13]([CH3:18])=[C:14]([CH2:16][O:17][C:26](=[O:32])[CH2:27][CH2:28][C:29]([OH:31])=[O:30])[N:15]=2)[CH:10]=[CH:11][CH:12]=1)[CH3:2] |f:1.2|. Reported procedure: To a suspension of 8-(2-ethyl-6-methylbenzylamino)-2-hydroxymethyl-3-methylimidazo[1,2-a]pyridine (0.47 g, 1.5 mmol) in acetonitrile (20 ml) was added sodium hydride (50% in oil) (0.081 g, 1.7 mmol) and the mixture was stirred for 5 min. To the mixture was added succinic anhydride (0.23 g, 2.3 mmol) and the reaction mixture was refluxed for 20 h. The solvent was evaporated under reduced pressure. The residue was suspended in water and the pH was adjusted to 6 with 2M HCl and the solid that forme... The yield is 61.5%. Solvent: O1CCCC1 (tetrahydrofuran), O1CCCC1 (tetrahydrofuran), O (water). Yields the product NC1=CC=C(C=N1)OC=1C=C(C=CC1)NC(=O)C1=CC(=NN1C)C (N-{3-[(6-aminopyridin-3-yl)oxy]phenyl}-1,3-dimethyl-1H-pyrazole-5-carboxamide). Reaction SMILES: [NH2:1][C:2]1[CH:3]=[C:4]([CH:13]=[CH:14][CH:15]=1)[O:5][C:6]1[CH:7]=[CH:8][C:9]([NH2:12])=[N:10][CH:11]=1.N1C=CC=CC=1.[CH3:22][N:23]1[C:27]([C:28](Cl)=[O:29])=[CH:26][C:25]([CH3:31])=[N:24]1>O1CCCC1.O>[NH2:12][C:9]1[N:10]=[CH:11][C:6]([O:5][C:4]2[CH:3]=[C:2]([NH:1][C:28]([C:27]3[N:23]([CH3:22])[N:24]=[C:25]([CH3:31])[CH:26]=3)=[O:29])[CH:15]=[CH:14][CH:13]=2)=[CH:7][CH:8]=1. Procedure: To a solution of 5-(3-aminophenoxy)pyridin-2-amine (975 mg, 4.85 mmol) and pyridine (410 μL, 5.09 mmol) in tetrahydrofuran (10 mL) was added dropwise with stirring under ice-cooling a solution of 1,3-dimethyl-1H-pyrazole-5-carbonyl chloride (807 mg, 5.09 mmol) in tetrahydrofuran (10 mL), and the mixture was stirred at room temperature for 2 hr. The reaction mixture was diluted with water, extracted with ethyl acetate (×3), and the organic layer was washed with saturated brine, dried over anhydro... Starting materials: NC=1C=C(OC=2C=CC(=NC2)N)C=CC1 (5-(3-aminophenoxy)pyridin-2-amine), N1=CC=CC=C1 (pyridine), CN1N=C(C=C1C(=O)Cl)C (1,3-dimethyl-1H-pyrazole-5-carbonyl chloride). Reactants: C(=O)(OC(C)(C)C)C(C(O)C=1OC(=NN1)C1=CC=NC=C1)CCCCN (2-(2-Boc-amino-1-hydroxyhexyl)-5-(4-pyridyl)-1,3,4-oxadiazole), C(Cl)Cl (MeCl2), C(=O)(C(F)(F)F)O (TFA). Reaction conditions: time 1 hour. Product: OC(=O)C(F)(F)F.N1=CC=C(C=C1)C1=NN=C(O1)C(CCCCO)C (5-(4-pyridyl-[1,3,4]oxadiazol-2-yl)-1-hexanol TFA salt). Reaction SMILES: C([CH:8]([CH2:22]CCCN)[CH:9]([C:11]1[O:12][C:13]([C:16]2[CH:21]=[CH:20][N:19]=[CH:18][CH:17]=2)=[N:14][N:15]=1)O)(OC(C)(C)C)=O.[C:27]([OH:33])([C:29]([F:32])([F:31])[F:30])=[O:28].[CH2:34](Cl)Cl>>[OH:33][C:27]([C:29]([F:32])([F:31])[F:30])=[O:28].[N:19]1[CH:18]=[CH:17][C:16]([C:13]2[O:12][C:11]([CH:9]([CH3:34])[CH2:8][CH2:22][CH2:29][CH2:27][OH:33])=[N:15][N:14]=2)=[CH:21][CH:20]=1 |f:3.4|. Procedure: 2-(2-Boc-amino-1-hydroxyhexyl)-5-(4-pyridyl)-1,3,4-oxadiazole (950 mg, 2.62 mmol) and MeCl2 (5 ml) were mixed and TFA (1 ml) was added at room temperature. After stirring for 1 hour, the solvent and excess TFA were removed under vacuum to produce 2-amino-1-(5-(4-pyridyl-[1,3,4]oxadiazol-2-yl)-1-hexanol TFA salt (1 g); MS: 263.0 (M+1). The reactants are NC1=C(N=CN1)C1=NNC(=N1)C1=CC=CC=C1 (3-(5-aminoimidazol-4-yl)-5-phenyl-1,2,4-triazole), N#CBr (cyanogen bromide). Run in CO (methanol). Conditions: temperature 40 celsius, time 2 hour. Yields the product hemihydrate, NC=1N2C(C=3NC(=NC3N1)C1=CC=CC=C1)=NC=N2 (5-amino-2-phenyl-[1,2,4]triazolo[5,1-i]purine). Reaction SMILES: [NH2:1][C:2]1[NH:6][CH:5]=[N:4][C:3]=1[C:7]1[N:11]=[C:10]([C:12]2[CH:17]=[CH:16][CH:15]=[CH:14][CH:13]=2)[NH:9][N:8]=1.[N:18]#[C:19]Br>CO>[NH2:4][C:5]1[N:6]2[N:18]=[CH:19][N:1]=[C:2]2[C:3]2[NH:9][C:10]([C:12]3[CH:17]=[CH:16][CH:15]=[CH:14][CH:13]=3)=[N:11][C:7]=2[N:8]=1. Reported procedure: A mixture of 3-(5-aminoimidazol-4-yl)-5-phenyl-1,2,4-triazole (11.3 g, from Example 1), methanol (200 mL) and cyanogen bromide (5.25 g) is stirred under nitrogen for 2 hours at 40° C. It is cooled and the solid collected, dissolved in 10N Sodium hydroxide solution, filtered and precipitated by addition of glacial acetic acid to pH 5. The solid is washed with water, stirred in a mixture of methanesulphonic acid in methanol for one-half hour and collected (1.39 g), mp >350°. After drying at room t... Starting materials: [N+](=O)([O-])C1=NN(C=C1)CC1=CC=C(O1)C=O (5-(3-nitro-pyrazol-1-ylmethyl)-furan-2-carbaldehyde), C[Mg]Br (methylmagnesium bromide), solution, N#N (N2). The solvent is [NH4+].[Cl-] (NH4Cl), C1CCOC1 (THF), C1CCOC1 (THF). Reaction conditions: temperature -78 celsius, time 4 hour. The product is [N+](=O)([O-])C1=NN(C=C1)CC1=CC=C(O1)C(C)O (1-[5-(3-Nitro-pyrazol-1-ylmethyl)-furan-2-yl]-ethanol), [N+](=O)([O-])C1=NN(C=C1)CC1=CC=C(O1)C=O (5-(3-nitro-pyrazol-1-ylmethyl)-furan-2-carbaldehyde). As a reaction SMILES: N#N.[N+:3]([C:6]1[CH:10]=[CH:9][N:8]([CH2:11][C:12]2[O:16][C:15]([CH:17]=[O:18])=[CH:14][CH:13]=2)[N:7]=1)([O-:5])=[O:4].[CH3:19][Mg]Br>C1COCC1.[NH4+].[Cl-]>[N+:3]([C:6]1[CH:10]=[CH:9][N:8]([CH2:11][C:12]2[O:16][C:15]([CH:17]([OH:18])[CH3:19])=[CH:14][CH:13]=2)[N:7]=1)([O-:5])=[O:4].[N+:3]([C:6]1[CH:10]=[CH:9][N:8]([CH2:11][C:12]2[O:16][C:15]([CH:17]=[O:18])=[CH:14][CH:13]=2)[N:7]=1)([O-:5])=[O:4] |f:4.5|. Procedure: In a flame dried round-bottomed flask equipped with a magnetic stir bar and under inert atmosphere (N2), a solution of 5-(3-nitro-pyrazol-1-ylmethyl)-furan-2-carbaldehyde (10.50 g, 47.47 mmol) in THF (479.2 mL) was treated at −78° C. with methylmagnesium bromide (47.47 mL of a 1M solution in THF, 47.47 mmol). The reaction mixture was stirred at −78° C. for 4 h. It was then poured in sat. aq. NH4Cl (450 mL). The aq. phase was extracted with EA (2×500 mL) and the combined org. extracts were dried ...